This data is from the Open Reaction Database (ORD), a public repository of structured organic reaction records. The task is: describe an organic reaction: reactants, conditions, products, and yield The reactants are ON1C(C=2C(C1=O)=CC=CC2)=O (N-hydroxy-phthalimide), [N+](=O)([O-])C1=C2C=CC=NC2=CC=C1Cl (5-nitro-6-chloro-quinoline). Product: [N+](=O)([O-])C1=C2C=CC=NC2=CC=C1C12C(C(=O)NC1=O)C=CC=C2 (0-(5-nitro-6-quinolyl)-phthalimide). Reaction SMILES: O[N:2]1[C:6](=[O:7])[C:5]2=[CH:8][CH:9]=[CH:10][CH:11]=[C:4]2[C:3]1=[O:12].[N+:13]([C:16]1[C:25](Cl)=[CH:24][CH:23]=[C:22]2[C:17]=1[CH:18]=[CH:19][CH:20]=[N:21]2)([O-:15])=[O:14]>>[N+:13]([C:16]1[C:25]([C:5]23[CH:8]=[CH:9][CH:10]=[CH:11][CH:4]2[C:3]([NH:2][C:6]3=[O:7])=[O:12])=[CH:24][CH:23]=[C:22]2[C:17]=1[CH:18]=[CH:19][CH:20]=[N:21]2)([O-:15])=[O:14]. Reported procedure: N-hydroxy-phthalimide and 5-nitro-6-chloro-quinoline were reacted to form 0-(5-nitro-6-quinolyl)-phthalimide melting at 185° C. which was reacted to obtain 0-(5-nitro-6-quinolyl)hydroxylamine melting at 165° C.